This data is from the Open Reaction Database (ORD), a public repository of structured organic reaction records. The task is: describe an organic reaction: reactants, conditions, products, and yield The reactants are CCS, NNc1ccccc1, CC(O)C(O)C(O)C=O, CC(O)C(O)C(O)C(O)C=O, O. Product: CC(O)C(O)C(O)C=NNc1ccccc1. Reaction SMILES: [CH2:13]([SH:14])[CH3:15].[NH2:25][NH:26][c:27]1[cH:28][cH:29][cH:30][cH:31][cH:32]1.[O:16]=[CH:17][CH:18]([CH:19]([CH:20]([CH3:21])[OH:22])[OH:23])[OH:24].[O:2]=[CH:3][CH:4]([OH:5])[CH:6]([OH:7])[CH:8]([OH:9])[CH:10]([OH:11])[CH3:12].[OH2:1]>>[CH:4]([CH:6]([OH:7])[CH:8]([OH:9])[CH:10]([OH:11])[CH3:12])=[N:25][NH:26][c:27]1[cH:28][cH:29][cH:30][cH:31][cH:32]1. Starting materials: CS(=O)(=O)OCCCOC=1C(=CC2=C(C3=C(C(O2)=O)CCC3)C1)OC (2,3-dihydro-8-[3-(methanesulfonyloxy)propoxy]-7-methoxy-cyclopenta[c][1]-benzopyran-4(1H)-one), C(\C=C\C(=O)[O-])(=O)[O-] (Fumarate), C1(=CC=CC=C1)C1CCNCC1 (4-phenylpiperidine), C(C)(C)O (isopropanol). Run in C(C)O (ethanol). Yields the product COC1=CC2=C(C3=C(C(O2)=O)CCC3)C=C1OCCCN1CCC(CC1)C1=CC=CC=C1 (2,3-dihydro-7-methoxy-8-[3-(4-phenyl-1-piperidinyl)propoxy]cyclopenta[c][1]benzopyran-4(1H)-one). Isolated yield 65.0%. RXN SMILES: CS(O[CH2:6][CH2:7][CH2:8][O:9][C:10]1[C:11]([O:24][CH3:25])=[CH:12][C:13]2[O:18][C:17](=[O:19])[C:16]3[CH2:20][CH2:21][CH2:22][C:15]=3[C:14]=2[CH:23]=1)(=O)=O.[C:26]1([CH:32]2[CH2:37][CH2:36][NH:35][CH2:34][CH2:33]2)[CH:31]=[CH:30][CH:29]=[CH:28][CH:27]=1.C(O)(C)C.C([O-])(=O)/C=C/C([O-])=O>C(O)C>[CH3:25][O:24][C:11]1[C:10]([O:9][CH2:8][CH2:7][CH2:6][N:35]2[CH2:36][CH2:37][CH:32]([C:26]3[CH:31]=[CH:30][CH:29]=[CH:28][CH:27]=3)[CH2:33][CH2:34]2)=[CH:23][C:14]2[C:15]3[CH2:22][CH2:21][CH2:20][C:16]=3[C:17](=[O:19])[O:18][C:13]=2[CH:12]=1. Procedure details: Method B (60 h at 25° C.); starting materials: 2,3-dihydro-8-[3-(methanesulfonyloxy)propoxy]-7-methoxy-cyclopenta[c][1]-benzopyran-4(1H)-one (example 82) and 4-phenylpiperidine; yield 65%; fusion point 164°-166° C. (from isopropanol). Fumarate: method E; yield 86%; fusion point 195°-198° C. (from ethanol). Starting materials: CCOC(=O)C(Br)C(=O)OCC, C=C(C)c1ccccc1, Cc1ccccc1, Br[Cu]Br, C1CCC2=NCCCN2CC1. Product: CCOC(=O)C1(C(=O)OCC)CC1(C)c1ccccc1. Reaction SMILES: [Br:21][CH:22]([C:23](=[O:24])[O:25][CH2:26][CH3:27])[C:28](=[O:29])[O:30][CH2:31][CH3:32].[CH3:1][C:2](=[CH2:3])[c:4]1[cH:5][cH:6][cH:7][cH:8][cH:9]1.[CH3:33][c:34]1[cH:35][cH:36][cH:37][cH:38][cH:39]1.[Cu:40]([Br:41])[Br:42].[N:10]12[CH2:11][CH2:12][CH2:13][N:14]=[C:15]1[CH2:16][CH2:17][CH2:18][CH2:19][CH2:20]2>>[CH2:1]1[C:2]([CH3:3])([c:4]2[cH:5][cH:6][cH:7][cH:8][cH:9]2)[C:22]1([C:23](=[O:24])[O:25][CH2:26][CH3:27])[C:28](=[O:29])[O:30][CH2:31][CH3:32]. Reactants: Nc1cccc2ccc(O)cc12, O=C(NN1CCOCC1)c1ccc2c(c1)nc(-c1ccc3nc(-c4ccccc4)cnc3c1)n2C1CCCCC1. Product: O=C(Nc1cccc2ccc(O)cc12)c1ccc2c(c1)nc(-c1ccc3nc(-c4ccccc4)cnc3c1)n2C1CCCCC1. Reaction SMILES: [NH2:41][c:42]1[cH:43][cH:44][cH:45][c:46]2[cH:47][cH:48][c:49]([OH:52])[cH:50][c:51]12.[O:1]1[CH2:2][CH2:3][N:4]([NH:5][C:8](=[O:9])[c:10]2[cH:11][c:12]3[c:13]([n:14]([CH:33]4[CH2:34][CH2:35][CH2:36][CH2:37][CH2:38]4)[c:15](-[c:17]4[cH:18][c:19]5[n:20][cH:21][c:22](-[c:27]6[cH:28][cH:29][cH:30][cH:31][cH:32]6)[n:23][c:24]5[cH:25][cH:26]4)[n:16]3)[cH:39][cH:40]2)[CH2:6][CH2:7]1>>[C:8](=[O:9])([c:10]1[cH:11][c:12]2[c:13]([n:14]([CH:33]3[CH2:34][CH2:35][CH2:36][CH2:37][CH2:38]3)[c:15](-[c:17]3[cH:18][c:19]4[n:20][cH:21][c:22](-[c:27]5[cH:28][cH:29][cH:30][cH:31][cH:32]5)[n:23][c:24]4[cH:25][cH:26]3)[n:16]2)[cH:39][cH:40]1)[NH:41][c:42]1[cH:43][cH:44][cH:45][c:46]2[cH:47][cH:48][c:49]([OH:52])[cH:50][c:51]12. Reactants: O[C@@H]1[C@@H]2[C@]3(C=CC(C=C3[C@H](C[C@H]2[C@@H]2CC[C@](C(CO)=O)([C@]2(C1)C)OC(CCOC)=O)C)=O)C (11β,21-dihydroxy-17-(3-methoxypropionyloxy)-6α-methyl-1,4-pregnadiene-3,20-dione), C(C)(=O)OC(C)=O (acetic anhydride). The product is C(C)(=O)OCC([C@]1(CC[C@H]2[C@@H]3C[C@@H](C4=CC(C=C[C@]4(C)[C@H]3[C@H](C[C@]12C)O)=O)C)OC(CCOC)=O)=O (21-acetoxy-11β-hydroxy-17-(3-methoxypropionyloxy)-6α-methyl-1,4-pregnadiene-3,20-dione). As a reaction SMILES: [OH:1][C@H:2]1[CH2:22][C@@:21]2([CH3:23])[C@@H:13]([CH2:14][CH2:15][C@:16]2([O:24][C:25](=[O:30])[CH2:26][CH2:27][O:28][CH3:29])[C:17](=[O:20])[CH2:18][OH:19])[C@H:12]2[C@H:3]1[C@:4]1([CH3:33])[C:9]([C@@H:10]([CH3:31])[CH2:11]2)=[CH:8][C:7](=[O:32])[CH:6]=[CH:5]1.[C:34](OC(=O)C)(=[O:36])[CH3:35]>>[C:34]([O:19][CH2:18][C:17](=[O:20])[C@:16]1([O:24][C:25](=[O:30])[CH2:26][CH2:27][O:28][CH3:29])[C@:21]2([CH3:23])[C@H:13]([C@H:12]3[C@H:3]([C@@H:2]([OH:1])[CH2:22]2)[C@:4]2([CH3:33])[C:9](=[CH:8][C:7](=[O:32])[CH:6]=[CH:5]2)[C@@H:10]([CH3:31])[CH2:11]3)[CH2:14][CH2:15]1)(=[O:36])[CH3:35]. Procedure details: 2.0 g of 11β,21-dihydroxy-17-(3-methoxypropionyloxy)-6α-methyl-1,4-pregnadiene-3,20-dione is reacted analogously to Example 5(c) with acetic anhydride, worked up, and purified, thus isolating 1.36 g of 21-acetoxy-11β-hydroxy-17-(3-methoxypropionyloxy)-6α-methyl-1,4-pregnadiene-3,20-dione, mp 162° C.